This data is from the Open Reaction Database (ORD), a public repository of structured organic reaction records. The task is: describe an organic reaction: reactants, conditions, products, and yield Reactants: OC1=C(C=CC=C1)NC(=O)C=1C=2C=CNC2C=CC1 (N-(2-hydroxyphenyl)-1H-indol-4-carboxamide), C([O-])([O-])=O.[K+].[K+] (potassium carbonate), C(Cl)C1CO1 (epichlorhydrin). The solvent is CC(=O)C (acetone). Product: O1C(C1)COC1=C(C=CC=C1)NC(=O)C=1C=2C=CNC2C=CC1 (N-[2-[(2-oxiranyl)methoxy]phenyl]-1H-indol-4-carboxamide). As a reaction SMILES: [OH:1][C:2]1[CH:7]=[CH:6][CH:5]=[CH:4][C:3]=1[NH:8][C:9]([C:11]1[C:12]2[CH:13]=[CH:14][NH:15][C:16]=2[CH:17]=[CH:18][CH:19]=1)=[O:10].C(=O)([O-])[O-].[K+].[K+].[CH2:26]([CH:28]1[O:30][CH2:29]1)Cl>CC(C)=O>[O:30]1[CH2:29][CH:28]1[CH2:26][O:1][C:2]1[CH:7]=[CH:6][CH:5]=[CH:4][C:3]=1[NH:8][C:9]([C:11]1[C:12]2[CH:13]=[CH:14][NH:15][C:16]=2[CH:17]=[CH:18][CH:19]=1)=[O:10] |f:1.2.3|. Procedure details: Under an inert atmosphere, a solution of 3 g of N-(2-hydroxyphenyl)-1H-indol-4-carboxamide and 1.65 g of potassium carbonate in 100 ml of acetone was refluxed for 24 hours with 4.7 ml of epichlorhydrin and after purifying by chromatography over silica (eluent: ethyl acetate--triethylamine, 9-1) and evaporating to dryness, the residue was triturated in pentane, then filtered and dried under reduced pressure at 60° C. to obtain 2.8 g of N-[2-[(2-oxiranyl)methoxy]phenyl]-1H-indol-4-carboxamide melt... The reactants are N[C@H]([C@@H](CNCC1=CC(=CC=C1)CC)O)CC1=CC(=CC(=C1)F)F ((2R,3S)-3-amino-4-(3,5-difluorophenyl)-1-[(3-ethylbenzyl)amino]butan-2-ol), C(CCC)C1=CN(C2=CC=C(C=C12)C(=O)O)C (3-Butyl-1-methyl-1H-indole-5-carboxylic acid), 1,1-carbonyldiimidazole. Run in C(Cl)Cl (methylene chloride), C(Cl)Cl (methylene chloride), C(Cl)Cl (methylene chloride), O1CCCC1 (tetrahydrofuran). Run at temperature 40 celsius, time 18 hour. The product is C(CCC)C1=CN(C2=CC=C(C=C12)C(=O)N[C@H]([C@@H](CNCC1=CC(=CC=C1)CC)O)CC1=CC(=CC(=C1)F)F)C (3-Butyl-N-{(1S,2R)-1-(3,5-difluorobenzyl)-3-[(3-ethylbenzyl)amino]-2-hydroxypropyl}-1-methyl-1H-indole-5-carboxamide). Yield: 31.1%. As a reaction SMILES: [CH2:1]([C:5]1[C:13]2[C:8](=[CH:9][CH:10]=[C:11]([C:14]([OH:16])=O)[CH:12]=2)[N:7]([CH3:17])[CH:6]=1)[CH2:2][CH2:3][CH3:4].[NH2:18][C@@H:19]([CH2:33][C:34]1[CH:39]=[C:38]([F:40])[CH:37]=[C:36]([F:41])[CH:35]=1)[C@H:20]([OH:32])[CH2:21][NH:22][CH2:23][C:24]1[CH:29]=[CH:28][CH:27]=[C:26]([CH2:30][CH3:31])[CH:25]=1>C(Cl)Cl.O1CCCC1>[CH2:1]([C:5]1[C:13]2[C:8](=[CH:9][CH:10]=[C:11]([C:14]([NH:18][C@@H:19]([CH2:33][C:34]3[CH:35]=[C:36]([F:41])[CH:37]=[C:38]([F:40])[CH:39]=3)[C@H:20]([OH:32])[CH2:21][NH:22][CH2:23][C:24]3[CH:29]=[CH:28][CH:27]=[C:26]([CH2:30][CH3:31])[CH:25]=3)=[O:16])[CH:12]=2)[N:7]([CH3:17])[CH:6]=1)[CH2:2][CH2:3][CH3:4]. Procedure details: To a mixture of 3-Butyl-1-methyl-1H-indole-5-carboxylic acid (0.15 g) in methylene chloride (5 mL) and tetrahydrofuran (10 mL) was added 1,1-carbonyldiimidazole (0.105 g). The mixture was stirred at 40° C. at which time (2R,3S)-3-amino-4-(3,5-difluorophenyl)-1-[(3-ethylbenzyl)amino]butan-2-ol (0.2 g) in methylene chloride (5 mL) was added. The mixture was stirred at 40° C. for 18 h then poured into methylene chloride (50 mL). The mixture was washed with water then brine, dried over anhydrous sod... Reactants: CCOC(=O)C(C)(C)n1ccnc1, CO, Cl, [Na+], [OH-]. The product is CC(C)(C(=O)O)n1ccnc1. Reaction SMILES: [CH2:1]([CH3:2])[O:3][C:4]([C:5]([CH3:6])([CH3:7])[n:8]1[cH:9][n:10][cH:11][cH:12]1)=[O:13].[CH3:17][OH:18].[ClH:16].[Na+:15].[OH-:14]>>[O:3]=[C:4]([C:5]([CH3:6])([CH3:7])[n:8]1[cH:9][n:10][cH:11][cH:12]1)[OH:13]. The reactants are BrCCC(C)Br (1,3-Dibromobutane), C1CN2CCN1CC2 (DABCO). Run in C(C)#N (acetonitrile). Yields the product [Br-].BrC(CC[N+]12CC[NH+](CC1)CC2)C.[Br-] (3-Bromo-1(1,4-diazoniabicyclo[2.2.2]oct-1-yl)-butane Bromide). As a reaction SMILES: [Br:1][CH2:2][CH2:3][CH:4]([Br:6])[CH3:5].[CH2:7]1[N:12]2[CH2:13][CH2:14][N:9]([CH2:10][CH2:11]2)[CH2:8]1>C(#N)C>[Br-:1].[Br:6][CH:4]([CH3:5])[CH2:3][CH2:2][N+:9]12[CH2:14][CH2:13][NH+:12]([CH2:11][CH2:10]1)[CH2:7][CH2:8]2.[Br-:1] |f:3.4.5|. Reported procedure: 1,3-Dibromobutane (2.15 g, 1.2 ml, 10 mmol) was dissolved in acetonitrile (2 ml). DABCO (1.23 g, 11 mmol) was added. The reaction mixture was heated at 65° under nitrogen for 2 hr. The acetonitrile was removed under reduced pressure to give a white solid as the product. As a reaction SMILES: [C:1]([C:3]1[C:4]([C:9]2[CH:14]=[CH:13][CH:12]=[CH:11][CH:10]=2)=[N:5][O:6][C:7]=1[CH3:8])#[CH:2].Br[C:16]1[N:17]=[C:18]([CH:21]([CH3:23])[CH3:22])[S:19][CH:20]=1>>[CH:21]([C:18]1[S:19][CH:20]=[C:16]([C:2]#[C:1][C:3]2[C:4]([C:9]3[CH:14]=[CH:13][CH:12]=[CH:11][CH:10]=3)=[N:5][O:6][C:7]=2[CH3:8])[N:17]=1)([CH3:23])[CH3:22]. The product is C(C)(C)C=1SC=C(N1)C#CC=1C(=NOC1C)C1=CC=CC=C1 (4-(2-Isopropyl-thiazol-4-ylethynyl)-5-methyl-3-phenyl-isoxazole). The yield is 15.0%. The reactants are C(#C)C=1C(=NOC1C)C1=CC=CC=C1 (4-ethynyl-5-methyl-3-phenyl-isoxazole), BrC=1N=C(SC1)C(C)C (4-bromo-2-isopropylthiazole). Procedure details: As described for example 11c, 4-ethynyl-5-methyl-3-phenyl-isoxazole (92 mg, 0.50 mmol) was converted (using 4-bromo-2-isopropylthiazole instead of 2-chloro-4-iodopyridine) to the title compound (SiO2, heptane:ethyl acetate=95:5 to 0:100, 23 mg, 15%) which was obtained as a yellow oil. MS: m/e=309.3 [M+H]+.